From a dataset of the Open Reaction Database (ORD), a public repository of structured organic reaction records. describe an organic reaction: reactants, conditions, products, and yield Starting materials: ClCC=1C=C(C(=O)NC=2SC3=C(N2)C(=CC=C3C3OCCOC3)OC)C=CN1 ((+)-2-chloromethyl-N-(7-[1,4]dioxan-2-yl-4-methoxy-benzothiazol-2-yl)-isonicotinamide), C([O-])([O-])=O.[Cs+].[Cs+] (cesium carbonate), C(C)NCC (diethylamine). Solvent: C(Cl)(Cl)Cl (CHCl3). Yields the product C(C)N(CC)CC=1C=C(C(=O)NC=2SC3=C(N2)C(=CC=C3C3OCCOC3)OC)C=CN1 ((+)-2-Diethylaminomethyl-N-(7-[1,4]dioxan-2-yl-4-methoxy-benzothiazol-2-yl)-isonicotinamide). As a reaction SMILES: Cl[CH2:2][C:3]1[CH:4]=[C:5]([CH:26]=[CH:27][N:28]=1)[C:6]([NH:8][C:9]1[S:10][C:11]2[C:17]([CH:18]3[CH2:23][O:22][CH2:21][CH2:20][O:19]3)=[CH:16][CH:15]=[C:14]([O:24][CH3:25])[C:12]=2[N:13]=1)=[O:7].C(=O)([O-])[O-].[Cs+].[Cs+].[CH2:35]([NH:37][CH2:38][CH3:39])[CH3:36]>C(Cl)(Cl)Cl>[CH2:35]([N:37]([CH2:2][C:3]1[CH:4]=[C:5]([CH:26]=[CH:27][N:28]=1)[C:6]([NH:8][C:9]1[S:10][C:11]2[C:17]([CH:18]3[CH2:23][O:22][CH2:21][CH2:20][O:19]3)=[CH:16][CH:15]=[C:14]([O:24][CH3:25])[C:12]=2[N:13]=1)=[O:7])[CH2:38][CH3:39])[CH3:36] |f:1.2.3|. Procedure details: From (+)-2-chloromethyl-N-(7-[1,4]dioxan-2-yl-4-methoxy-benzothiazol-2-yl)-isonicotinamide with cesium carbonate and diethylamine. [α]D20=+48.9° (c=1.02, CHCl3), ES-MS m/e (%): 457 (M+H+, 100). Reactants: Cl (hydrochloride), C(C)(=O)NC1=C(C=C(C=C1)C(CNC(C)C)O)F (1-(4'-acetylamino-3'-fluoro-phenyl)-2-isopropylamino-ethanol). Procedure: m.p. of the hydrochloride: 156°-158° C. (decomp.), was prepared from 1-(4'-acetylamino-3'-fluoro-phenyl)-2-isopropylamino-ethanol analogous to Example 4. Reaction SMILES: Cl.C([NH:5][C:6]1[CH:11]=[CH:10][C:9]([CH:12]([OH:18])[CH2:13][NH:14][CH:15]([CH3:17])[CH3:16])=[CH:8][C:7]=1[F:19])(=O)C>>[NH2:5][C:6]1[CH:11]=[CH:10][C:9]([CH:12]([OH:18])[CH2:13][NH:14][CH:15]([CH3:16])[CH3:17])=[CH:8][C:7]=1[F:19]. Product: NC1=C(C=C(C=C1)C(CNC(C)C)O)F (1-(4'-Amino-3'-fluoro-phenyl)-2-isopropylamino-ethanol). Starting materials: C(C)(C)SC1=C(C=CC=C1)C=1N=C(C(=NC1)N)C=1OC(=NN1)C1=CC=CC=C1 (5-(2-isopropylsulfanylphenyl)-3-(5-phenyl-1,3,4-oxadiazol-2-yl)pyrazin-2-amine), S(=S)(=O)([O-])[O-].[Na+].[Na+] (sodium thiosulfate), C([O-])(O)=O.[Na+] (sodium bicarbonate), ClC=1C=C(C=CC1)C(=O)OO (3-chlorobenzenecarboperoxoic acid). The solvent is ClCCl (dichloromethane). Run at time 2 hour. Yields the product C(C)(C)S(=O)(=O)C1=C(C=CC=C1)C=1N=C(C(=NC1)N)C=1OC(=NN1)C1=CC=CC=C1 (5-(2-isopropylsulfonylphenyl)-3-(5-phenyl-1,3,4-oxadiazol-2-yl)pyrazin-2-amine). The yield is 36.0%. RXN SMILES: C(S[C:5]1[CH:10]=[CH:9][CH:8]=[CH:7][C:6]=1[C:11]1[N:12]=[C:13]([C:18]2[O:19][C:20]([C:23]3[CH:28]=[CH:27][CH:26]=[CH:25][CH:24]=3)=[N:21][N:22]=2)[C:14]([NH2:17])=[N:15][CH:16]=1)(C)C.Cl[C:30]1[CH:31]=C(C(OO)=O)C=C[CH:35]=1.[S:40]([O-:44])([O-])(=[O:42])=S.[Na+].[Na+].C(=O)(O)[O-].[Na+]>ClCCl>[CH:30]([S:40]([C:5]1[CH:10]=[CH:9][CH:8]=[CH:7][C:6]=1[C:11]1[N:12]=[C:13]([C:18]2[O:19][C:20]([C:23]3[CH:28]=[CH:27][CH:26]=[CH:25][CH:24]=3)=[N:21][N:22]=2)[C:14]([NH2:17])=[N:15][CH:16]=1)(=[O:44])=[O:42])([CH3:31])[CH3:35] |f:2.3.4,5.6|. Procedure details: 5-(2-isopropylsulfanylphenyl)-3-(5-phenyl-1,3,4-oxadiazol-2-yl)pyrazin-2-amine (40 mg, 0.1027 mmol) was dissolved in dichloromethane (10 mL) followed by the portionwise addition of 3-chlorobenzenecarboperoxoic acid (70.89 mg, 0.4108 mmol) over 10 min. The resulting mixture was stirred at room temperature for 2 h, and poured onto a 50/50 mixture of saturated aqueous sodium thiosulfate solution and saturated aqueous sodium bicarbonate solution (20 mL). The layers were separated and the organic lay... Reactants: C(C)(=O)OC(C)=O (acetic anhydride), NC1=C(C=CC(=C1)C(=O)O)N(N)C(C)=O (2-amino-4-carboxy-N-acetylphenylhydrazine). Run in ClCCl (dichloromethane). Product: C(C)(=O)NC1=C(C=CC(=C1)C(=O)O)N(N)C(C)=O (2-acetylamino-4-carboxy-N-acetylphenylhydrazine). Isolated yield 86.5%. RXN SMILES: [C:1](OC(=O)C)(=[O:3])[CH3:2].[NH2:8][C:9]1[CH:14]=[C:13]([C:15]([OH:17])=[O:16])[CH:12]=[CH:11][C:10]=1[N:18]([C:20](=[O:22])[CH3:21])[NH2:19]>ClCCl>[C:1]([NH:8][C:9]1[CH:14]=[C:13]([C:15]([OH:17])=[O:16])[CH:12]=[CH:11][C:10]=1[N:18]([C:20](=[O:22])[CH3:21])[NH2:19])(=[O:3])[CH3:2]. Reported procedure: 235 ml of acetic anhydride were added to a suspension of 97.5 g of 2-amino-4-carboxy-N-acetylphenylhydrazine in 450 ml of dichloromethane while stirring. The mixture was stirred at room temperature for 3 hours, then the crystals were filtered by suction, washed with dichloromethane and dried at 60° C. Thus, 101.2 g (86.5%) of 2-acetylamino-4-carboxy-N-acetylphenylhydrazine were obtained, m.p.: 238° C. (with decomposition).